This data is from the Open Reaction Database (ORD), a public repository of structured organic reaction records. The task is: describe an organic reaction: reactants, conditions, products, and yield Reactants: C(=O)(O)[O-].[Na+] (NaHCO3), CON1C(CC(CC1(C)C)(O)C#N)(C)C (1-methoxy-2,2,6,6-tetramethyl-4-cyano-4-hydroxypiperidine), C(C)(=O)O (acetic acid), S(O)(O)(=O)=O (sulfuric acid), CC(=O)C (acetone). Reaction conditions: temperature 70 celsius, time 18 hour. Product: CON1C(CC2(C(N(C(O2)(C)C)CC2OC2)=O)CC1(C)C)(C)C (8-Methoxy-2,2,7,7,9,9-hexamethyl-3-oxiranylmethyl-1-oxa-3,8-diaza-spiro[4.5]decan-4-one). As a reaction SMILES: [CH3:1][O:2][N:3]1[C:8]([CH3:10])([CH3:9])[CH2:7][C:6]([C:12]#[N:13])([OH:11])[CH2:5][C:4]1([CH3:15])[CH3:14].[CH3:16][C:17]([CH3:19])=O.S(=O)(=O)(O)[OH:21].[C:25]([O-:28])(O)=O.[Na+].[C:30](O)(=O)[CH3:31]>>[CH3:1][O:2][N:3]1[C:8]([CH3:10])([CH3:9])[CH2:7][C:6]2([O:11][C:17]([CH3:19])([CH3:16])[N:13]([CH2:30][CH:31]3[CH2:25][O:28]3)[C:12]2=[O:21])[CH2:5][C:4]1([CH3:15])[CH3:14] |f:3.4|. Reported procedure: 1.0 g of 1-methoxy-2,2,6,6-tetramethyl-4-cyano-4-hydroxypiperidine is dissolved in 2.0 g acetic acid and 0.65 g acetone is added. 0.8 g conc. sulfuric acid is added and the reaction mixture is stirred at 70° C. for 18 h. The reaction mixture is added to 40 ml saturated NaHCO3 solution, and extracted with ethyl acetate. The organic phase is washed with H2O and subsequently dried over sodium sulfate. The solvent is removed in vacuo to leave 0.71 g of a tan residue. After washing the residue with n... The reactants are [Al+3], CC(C)O, [Cl-], [Cl-], [Cl-], O=C(Cl)c1ccccc1F, O, c1cncc(-n2ccc3ccccc32)c1. The product is Cl, O=C(c1ccccc1F)c1cn(-c2cccnc2)c2ccccc12. RXN SMILES: [Al+3:2].[CH:31]([OH:32])([CH3:33])[CH3:34].[Cl-:1].[Cl-:3].[Cl-:4].[F:5][c:6]1[c:7]([C:8](=[O:9])[Cl:10])[cH:11][cH:12][cH:13][cH:14]1.[OH2:30].[n:15]1[cH:16][c:17](-[n:21]2[cH:22][cH:23][c:24]3[cH:25][cH:26][cH:27][cH:28][c:29]23)[cH:18][cH:19][cH:20]1>>[ClH:10].[F:5][c:6]1[c:7]([C:8](=[O:9])[c:23]2[cH:22][n:21](-[c:17]3[cH:16][n:15][cH:20][cH:19][cH:18]3)[c:29]3[c:24]2[cH:25][cH:26][cH:27][cH:28]3)[cH:11][cH:12][cH:13][cH:14]1. Starting materials: C(=O)(O)C1=C(N(C(=C1C)C(=O)C1=CC=C(C=C1)C)C)CC(=O)OCC (ethyl 3-carboxy-1,4-dimethyl-5-(ρ-toluoyl)-pyrrole-2-acetate), N1=CC=CC2=CC=CC=C12 (quinoline). The reagents and catalysts are [Cr](=O)([O-])[O-].[Cu+2] (copper chromite). Reaction conditions: temperature 200 celsius, time 30 minute. Yields the product CN1C(=CC(=C1C(=O)C1=CC=C(C=C1)C)C)CC(=O)OCC (ethyl 1,4-dimethyl-5-(ρ-toluoyl)-pyrrole-2-acetate). Reaction SMILES: C([C:4]1[C:8]([CH3:9])=[C:7]([C:10]([C:12]2[CH:17]=[CH:16][C:15]([CH3:18])=[CH:14][CH:13]=2)=[O:11])[N:6]([CH3:19])[C:5]=1[CH2:20][C:21]([O:23][CH2:24][CH3:25])=[O:22])(O)=O.N1C2C(=CC=CC=2)C=CC=1>[Cr]([O-])([O-])=O.[Cu+2]>[CH3:19][N:6]1[C:7]([C:10]([C:12]2[CH:17]=[CH:16][C:15]([CH3:18])=[CH:14][CH:13]=2)=[O:11])=[C:8]([CH3:9])[CH:4]=[C:5]1[CH2:20][C:21]([O:23][CH2:24][CH3:25])=[O:22] |f:2.3|. Procedure details: A solution of 330 g. (0.096 mole) of ethyl 3-carboxy-1,4-dimethyl-5-(ρ-toluoyl)-pyrrole-2-acetate in 200 ml. of quinoline with 0.1 gm copper chromite added is heated under nitrogen for six hours at 200° C. then for 30 mins. at 220° C. The quinoline is distilled off in vacuo. The residue is dissolved in ether and washed successively with dilute hydrochloric acid, dilute sodium hydroxide, and brine; dried over magnesium sulfate; and the solvent evaporated in vacuo to give a brown oily residue whic... The reactants are COC1=CC=CC=C1C(=O)O (O-anisic acid), ON1C(CCC1=O)=O (N-hydroxysuccinimide), O (water). Solvent: C(Cl)Cl (methylene chloride). Run at time 8 hour. The product is COC1=C(C(=O)ON2C(CCC2=O)=O)C=CC=C1 (N-(2-methoxybenzoyloxy)succinimide). The yield is 89.7%. Reaction SMILES: [CH3:1][O:2][C:3]1[C:8]([C:9]([OH:11])=[O:10])=[CH:7][CH:6]=[CH:5][CH:4]=1.O[N:13]1[C:17](=[O:18])[CH2:16][CH2:15][C:14]1=[O:19].O>C(Cl)Cl>[CH3:1][O:2][C:3]1[CH:4]=[CH:5][CH:6]=[CH:7][C:8]=1[C:9]([O:11][N:13]1[C:17](=[O:18])[CH2:16][CH2:15][C:14]1=[O:19])=[O:10]. Procedure details: O-anisic acid (1.0 g), N-hydroxysuccinimide (0.76 g) and water-soluble carbodiimide hydrochloride (1.39 g) were dissolved in methylene chloride (15 ml), and the solution was stirred overnight at room temperature. The precipitate was removed by filtration. The mother liquor was concentrated under reduced pressure, and the residue was crystallized from isopropanol to give 1.47 g of N-(2-methoxybenzoyloxy)succinimide (mp. 180°-182° C.). Reaction SMILES: FC1C=CC([N+]([O-])=O)=CC=1N.N1C=CC=CC=1.C(Cl)(=O)C1C=CC=CC=1.[F:27][C:28]1[CH:33]=[CH:32][C:31]([N+:34]([O-])=O)=[CH:30][C:29]=1[NH:37][C:38](=[O:45])[C:39]1[CH:44]=[CH:43][CH:42]=[CH:41][CH:40]=1>ClCCl.CO.[Pd].C1COCC1.CO>[NH2:34][C:31]1[CH:32]=[CH:33][C:28]([F:27])=[C:29]([NH:37][C:38](=[O:45])[C:39]2[CH:44]=[CH:43][CH:42]=[CH:41][CH:40]=2)[CH:30]=1 |f:7.8|. The product is NC=1C=CC(=C(C1)NC(C1=CC=CC=C1)=O)F (N-(5-Amino-2-fluoro-phenyl)-benzamide). Yield: 91.0%. Run in C1CCOC1.CO (THF MeOH), ClCCl (dichloromethane), CO (MeOH). Procedure: 6-[N-(3-Benzamido-4-fluorophenyl)amino]-1-(2-trimethylsilanyl-ethoxymethyl-3-E-styryl1H-indazole was converted to Example 47 in a similar manner to that described for Example 11. 1H NMR (300 MHz, DMSO-d6) δ 12. (s, 1H, 10.0 (s, 1H), 8.38 (bs, 1H), 8.02 (d, 1H, J=8.78), 7.98 (d, 2H, J=6.87 Hz), 7.69 (d, 2H, J=7.27 Hz), 7.48-7.61 (m, 4H), 7.45 (s, 2H), 7.40 (t, 2H, J=7.28 Hz), 7.53-7.30 (t, 2H, J=7.28 Hz), 7.53-7.30 m, 2H), &.07 (d, 1H, J=1.55 Hz), 7.03 (m, 1H), 6.95 (dd, 1H), J=8.79 Hz, J=1.85 Hz... The reactants are 2-trimethylsilanyl-ethoxymethyl-3-E-styryl1H-indazole, FC1=C(C=C(C=C1)[N+](=O)[O-])N (2-fluoro-5-nitro-phenylamine), N1=CC=CC=C1 (pyridine), C(C1=CC=CC=C1)(=O)Cl (benzoyl chloride), FC1=C(C=C(C=C1)[N+](=O)[O-])NC(C1=CC=CC=C1)=O (N-(2-fluoro-5-nitro-phenyl)-benzamide). Reagents/catalysts: [Pd] (Pd/C).